This data is from the Open Reaction Database (ORD), a public repository of structured organic reaction records. The task is: describe an organic reaction: reactants, conditions, products, and yield Reactants: C(C)OC(=O)C=1NC2=CC=C(C=C2C1)O (5-hydroxyindole-2-carboxylic acid ethyl ester), C([O-])([O-])=O.[Cs+].[Cs+] (cesium carbonate), C(C=C)Br (allyl bromide). The solvent is C(C)(=O)OCC (ethyl acetate), CN(C)C=O (DMF). Reaction conditions: time 20 minute. Product: C(C)OC(=O)C=1NC2=CC=C(C=C2C1)OCC=C (5-Allyloxyindole-2-carboxylic Acid Ethyl Ester). Yield: 53.0%. Reaction SMILES: [CH2:1]([O:3][C:4]([C:6]1[NH:7][C:8]2[C:13]([CH:14]=1)=[CH:12][C:11]([OH:15])=[CH:10][CH:9]=2)=[O:5])[CH3:2].C(=O)([O-])[O-].[Cs+].[Cs+].[CH2:22](Br)[CH:23]=[CH2:24]>CN(C=O)C.C(OCC)(=O)C>[CH2:1]([O:3][C:4]([C:6]1[NH:7][C:8]2[C:13]([CH:14]=1)=[CH:12][C:11]([O:15][CH2:24][CH:23]=[CH2:22])=[CH:10][CH:9]=2)=[O:5])[CH3:2] |f:1.2.3|. Reported procedure: To a solution of 5-hydroxyindole-2-carboxylic acid ethyl ester (14.2 g, 68.5 mmol) in DMF (150 mL) was added cesium carbonate (26.8 g, 82.3 mmol). The resulting mixture was stirred at room temperature for 20 min followed by the addition of allyl bromide (5.94 mL, 68.5 mmol). The reaction mixture was stirred at room temperature for 24 h. The reaction was diluted with ethyl acetate, washed with H2O, brine and dried (Na2SO4). The solvent was removed in vacua and the resulting crude product was puri... Starting materials: C(C1=CC=CC=C1)N1CC2=C(N=CN=C2NCC=2C=NC(=CC2)C(F)(F)F)CC1 (6-benzyl-N-((6-(trifluoromethyl)pyridin-3-yl)methyl)-5,6,7,8-tetrahydropyrido[4,3-d]pyrimidin-4-amine). Reagents/catalysts: [Pd] (palladium on charcoal). Run in CO (methanol). Conditions: time 2 day. Product: FC(C1=CC=C(C=N1)CNC=1C2=C(N=CN1)CCNC2)(F)F (N-((6-(Trifluoromethyl)pyridin-3-yl)methyl)-5,6,7,8-tetrahydropyrido[4,3-d]pyrimidin-4-amine). Isolated yield 83.4%. RXN SMILES: C([N:8]1[CH2:29][CH2:28][C:11]2[N:12]=[CH:13][N:14]=[C:15]([NH:16][CH2:17][C:18]3[CH:19]=[N:20][C:21]([C:24]([F:27])([F:26])[F:25])=[CH:22][CH:23]=3)[C:10]=2[CH2:9]1)C1C=CC=CC=1>[Pd].CO>[F:26][C:24]([F:25])([F:27])[C:21]1[N:20]=[CH:19][C:18]([CH2:17][NH:16][C:15]2[C:10]3[CH2:9][NH:8][CH2:29][CH2:28][C:11]=3[N:12]=[CH:13][N:14]=2)=[CH:23][CH:22]=1. Procedure: A mixture of 6-benzyl-N-((6-(trifluoromethyl)pyridin-3-yl)methyl)-5,6,7,8-tetrahydropyrido[4,3-d]pyrimidin-4-amine (7.41 g, 18.6 mmol), methanol (300 mL), and 10% palladium on charcoal (1.0 g) was evacuated and purged with hydrogen 3 times, then hydrogenated (1 atm) at room temperature for 2 days. The mixture was filtered through a pad of Celite and the filter cake was washed with MeOH. The filtrate was concentrated in vacuo to yield a pale yellow foam (4.8 g). LC-MS: 310.4 [M+H]+ The reactants are C(C(=C)C)(=O)O (methacrylic acid), C(C)(C)(C)C1=C(C=CC=C1)OCC(C)C (1-tert-butyl-2-isobutoxybenzene), CS(=O)(=O)O.O=P12OP3(=O)OP(=O)(O1)OP(=O)(O2)O3 (Eaton's reagent). Solvent: O (water). Conditions: temperature 50 celsius, time 30 minute. Yields the product C(C(C)C)OC=1C=C2CC(C(C2=CC1C(C)(C)C)=O)C (5-Isobutoxy-6-tert-butyl-2-methylindanone). The yield is 76.8%. Reaction SMILES: [C:1](O)(=[O:5])[C:2]([CH3:4])=[CH2:3].[C:7]([C:11]1[CH:16]=[CH:15][CH:14]=[CH:13][C:12]=1[O:17][CH2:18][CH:19]([CH3:21])[CH3:20])([CH3:10])([CH3:9])[CH3:8].CS(O)(=O)=O.O=P12OP3(OP(OP(O3)(O1)=O)(=O)O2)=O>O>[CH2:18]([O:17][C:12]1[CH:13]=[C:14]2[C:15](=[CH:16][C:11]=1[C:7]([CH3:10])([CH3:9])[CH3:8])[C:1](=[O:5])[CH:2]([CH3:4])[CH2:3]2)[CH:19]([CH3:21])[CH3:20] |f:2.3|. Procedure: A mixture of 75.1 g (0.872 mol) of methacrylic acid and 90.0 g (0.436 mol) of 1-tert-butyl-2-isobutoxybenzene was added dropwise to Eaton's reagent (prepared from 119 g of P4O10 and 600 ml of MeSO3H) for 2 h at 50° C. The resulting mixture was stirred at 50° C. for 30 min, then cooled to room temperature, and poured into 1 liter of cold water. The crude product was extracted with 3×200 ml of dichloromethane. The organic extract was washed with aqueous K2CO3, dried over Na2SO4, and then passed th... The reactants are C=C(O[Si](C)(C)C)c1ccc2ccccc2c1, CS(C)=O, O=C(C=Cc1ccc(F)c(F)c1)c1ccccc1O. Product: O=C(CC(CC(=O)c1ccccc1O)c1ccc(F)c(F)c1)c1ccc2ccccc2c1. As a reaction SMILES: [CH3:1][Si:2]([O:3][C:4](=[CH2:5])[c:6]1[cH:7][c:8]2[cH:9][cH:10][cH:11][cH:12][c:13]2[cH:14][cH:15]1)([CH3:16])[CH3:17].[CH3:37][S:38](=[O:39])[CH3:40].[F:18][c:19]1[cH:20][c:21]([CH:26]=[CH:27][C:28](=[O:29])[c:30]2[c:31]([OH:36])[cH:32][cH:33][cH:34][cH:35]2)[cH:22][cH:23][c:24]1[F:25]>>[CH2:3]([C:4](=[O:5])[c:6]1[cH:7][c:8]2[cH:9][cH:10][cH:11][cH:12][c:13]2[cH:14][cH:15]1)[CH:26]([c:21]1[cH:20][c:19]([F:18])[c:24]([F:25])[cH:23][cH:22]1)[CH2:27][C:28](=[O:29])[c:30]1[c:31]([OH:36])[cH:32][cH:33][cH:34][cH:35]1. The reactants are S(O)(O)(=O)=O (sulphuric acid), C(C)OCOC=1C=C(C=C(C1)OCOCC)C=CC=1C=C(C=CC1)C=CCCCC(C)(O)C (7-{3-[2-(3,5-bis-ethoxymethoxyphenyl)vinyl]phenyl}-2-methylhept-6-en-2-ol). Solvent: CO (methanol), C1CCOC1 (THF), CO (methanol). Product: OC(CCCC=CC=1C=C(C=CC1)C=CC=1C=C(C=C(C1)O)O)(C)C (5-{2-[3-(6-Hydroxy-6-methylhept-1-enyl)phenyl]vinyl}-benzene-1,3-diol). RXN SMILES: S(=O)(=O)(O)O.C(OC[O:10][C:11]1[CH:12]=[C:13]([CH:22]=[CH:23][C:24]2[CH:25]=[C:26]([CH:30]=[CH:31][CH2:32][CH2:33][CH2:34][C:35]([CH3:38])([OH:37])[CH3:36])[CH:27]=[CH:28][CH:29]=2)[CH:14]=[C:15]([O:17]COCC)[CH:16]=1)C>CO.C1COCC1>[OH:37][C:35]([CH3:38])([CH3:36])[CH2:34][CH2:33][CH2:32][CH:31]=[CH:30][C:26]1[CH:25]=[C:24]([CH:23]=[CH:22][C:13]2[CH:12]=[C:11]([OH:10])[CH:16]=[C:15]([OH:17])[CH:14]=2)[CH:29]=[CH:28][CH:27]=1. Procedure: In a manner similar to Example 1(j), by reacting 0.15 ml of concentrated sulphuric acid in 3 ml of methanol with 314 mg (0.67 mmol) of 7-{3-[2-(3,5-bis-ethoxymethoxyphenyl)vinyl]phenyl}-2-methylhept-6-en-2-ol in 3 ml of methanol and 3 ml of THF, after purification on a silica column (ethyl acetate 50-heptane 50), white crystals (m=206 mg; Y=91%) are obtained. m.p.=60-4° C.